This data is from the Open Reaction Database (ORD), a public repository of structured organic reaction records. The task is: describe an organic reaction: reactants, conditions, products, and yield The reactants are FC(C(=O)O)(F)F (trifluoroacetic acid), FC(C(=O)O)(F)F.ClC=1N=C(C2=C(N1)C(=NN2CCOCC(F)(F)F)CN2CCOCC2)NC2=NC=NC=C2 (5-Chloro-3-(morpholin-4-ylmethyl)-N-pyrimidin-4-yl-1-[2-(2,2,2-trifluoroethoxy)ethyl]-1H-pyrazolo[4,3-d]pyrimidin-7-amine trifluoroacetate), C[C@H]1NCCNC1 ((R)(−)-2-methylpiperazine), C(C)(C)N(C(C)C)CC (N,N-diisopropylethylamine). Solvent: CS(=O)C (methyl sulfoxide). Reaction conditions: temperature 110 celsius. Yields the product FC(C(=O)O)(F)F.C[C@@H]1CN(CCN1)C=1N=C(C2=C(N1)C(=NN2CCOCC(F)(F)F)CN2CCOCC2)NC2=NC=NC=C2 (5-[(3R)-3-methylpiperazin-1-yl]-3-(morpholin-4-ylmethyl)-N-pyrimidin-4-yl-1-[2-(2,2,2-trifluoroethoxy)ethyl]-1H-pyrazolo[4,3-d]pyrimidin-7-amine trifluoroacetate). The yield is 109.9%. As a reaction SMILES: [F:1][C:2]([F:7])([F:6])[C:3]([OH:5])=[O:4].Cl[C:9]1[N:10]=[C:11]([NH:33][C:34]2[CH:39]=[CH:38][N:37]=[CH:36][N:35]=2)[C:12]2[N:17]([CH2:18][CH2:19][O:20][CH2:21][C:22]([F:25])([F:24])[F:23])[N:16]=[C:15]([CH2:26][N:27]3[CH2:32][CH2:31][O:30][CH2:29][CH2:28]3)[C:13]=2[N:14]=1.[CH3:40][C@@H:41]1[CH2:46][NH:45][CH2:44][CH2:43][NH:42]1.C(N(CC)C(C)C)(C)C.FC(F)(F)C(O)=O>CS(C)=O>[F:1][C:2]([F:7])([F:6])[C:3]([OH:5])=[O:4].[CH3:40][C@H:41]1[NH:42][CH2:43][CH2:44][N:45]([C:9]2[N:10]=[C:11]([NH:33][C:34]3[CH:39]=[CH:38][N:37]=[CH:36][N:35]=3)[C:12]3[N:17]([CH2:18][CH2:19][O:20][CH2:21][C:22]([F:25])([F:23])[F:24])[N:16]=[C:15]([CH2:26][N:27]4[CH2:32][CH2:31][O:30][CH2:29][CH2:28]4)[C:13]=3[N:14]=2)[CH2:46]1 |f:0.1,6.7|. Reported procedure: 5-Chloro-3-(morpholin-4-ylmethyl)-N-pyrimidin-4-yl-1-[2-(2,2,2-trifluoroethoxy)ethyl]-1H-pyrazolo[4,3-d]pyrimidin-7-amine trifluoroacetate (150 mg, 0.2 mmol), (R)(−)-2-methylpiperazine (86 mg, 0.85 mmol) and N,N-diisopropylethylamine (140 mg, 1.0 mmol) were mixed in methyl sulfoxide (1.0 ml) in a reaction vial. The reaction mixture was heated at 110° C. for 18 hours. The reaction was cooled to room temperature and brought to acidic condition by adding trifluoroacetic acid. The crude reaction mix... Reactants: [BH4-].[Na+] (sodium borohydride), C(C)(=O)O (acetic acid), O (water), C(C)(C)(C)C=1C=C(C=C(C1O)C(C)(C)C)C=1N=C2SCCN2C1C=O (6-(3,5-di-tert-butyl-4-hydroxyphenyl)-5-formyl-2,3-dihydroimidazo[2,1-b]thiazole). The solvent is C(C)O (ethanol). Reaction conditions: time 10 minute. The product is C(C)(C)(C)C=1C=C(C=C(C1O)C(C)(C)C)C=1N=C2SCCN2C1CO (6-(3,5-di-tert-butyl-4-hydroxyphenyl)-5-hydroxymethyl-2,3-dihydroimidazo[2,1-b]thiazole). Yield: 74.6%. Reaction SMILES: [C:1]([C:5]1[CH:6]=[C:7]([C:16]2[N:17]=[C:18]3[N:22]([C:23]=2[CH:24]=[O:25])[CH2:21][CH2:20][S:19]3)[CH:8]=[C:9]([C:12]([CH3:15])([CH3:14])[CH3:13])[C:10]=1[OH:11])([CH3:4])([CH3:3])[CH3:2].[BH4-].[Na+].C(O)(=O)C.O>C(O)C>[C:12]([C:9]1[CH:8]=[C:7]([C:16]2[N:17]=[C:18]3[N:22]([C:23]=2[CH2:24][OH:25])[CH2:21][CH2:20][S:19]3)[CH:6]=[C:5]([C:1]([CH3:4])([CH3:3])[CH3:2])[C:10]=1[OH:11])([CH3:13])([CH3:14])[CH3:15] |f:1.2|. Procedure: In 10 ml of ethanol was dissolved 0.4 g of 6-(3,5-di-tert-butyl-4-hydroxyphenyl)-5-formyl-2,3-dihydroimidazo[2,1-b]thiazole and after adding 40 mg of sodium borohydride to the solution, the mixture was stirred for 10 minutes. To the reaction mixture were added 0.3 ml of acetic acid and 30 ml of water, and the crystals thus precipitated were recovered by filtration and recrystallized from aqueous ethanol to provide 0.3 g of 6-(3,5-di-tert-butyl-4-hydroxyphenyl)-5-hydroxymethyl-2,3-dihydroimidazo[... The reactants are ClC1=C(C(=CC=C1)Cl)CS(=O)(=O)C=1C=C2/C(/C(NC2=CC1)=O)=C/C1=C(C(=C(N1)C)C(=O)O)C (5-[5-(2,6-Dichloro-phenylmethanesulfonyl)-2-oxo-1,2-dihydro-indol-(3Z)-ylidenemethyl]-2,4-dimethyl-1H-pyrrole-3-carboxylic acid), C=1C=CC2=C(C1)N=NN2O (HOBt), CCN=C=NCCCN(C)C.Cl (EDAC.HCl), NCCOCCO (2-(2-amino-ethoxy)-ethanol), TEA. Run in CN(C)C=O (DMF). Run at time 7 day. Product: OCCOCCNC(=O)C1=C(NC(=C1C)\C=C\1/C(NC2=CC=C(C=C12)S(=O)(=O)CC1=C(C=CC=C1Cl)Cl)=O)C (5-[5-(2,6-Dichloro-phenylmethanesulfonyl)-2-oxo-1,2-dihydro-indol-(3Z)-ylidenemethyl]-2,4-dimethyl-1H-pyrrole-3-carboxylic acid [2-(2-Hydroxy-ethoxy)-ethyl]-amide). As a reaction SMILES: [Cl:1][C:2]1[CH:7]=[CH:6][CH:5]=[C:4]([Cl:8])[C:3]=1[CH2:9][S:10]([C:13]1[CH:14]=[C:15]2[C:19](=[CH:20][CH:21]=1)[NH:18][C:17](=[O:22])/[C:16]/2=[CH:23]\[C:24]1[NH:28][C:27]([CH3:29])=[C:26]([C:30]([OH:32])=O)[C:25]=1[CH3:33])(=[O:12])=[O:11].C1C=CC2N(O)N=NC=2C=1.CCN=C=NCCCN(C)C.Cl.[NH2:56][CH2:57][CH2:58][O:59][CH2:60][CH2:61][OH:62]>CN(C=O)C>[OH:62][CH2:61][CH2:60][O:59][CH2:58][CH2:57][NH:56][C:30]([C:26]1[C:25]([CH3:33])=[C:24](/[CH:23]=[C:16]2\[C:17](=[O:22])[NH:18][C:19]3[C:15]\2=[CH:14][C:13]([S:10]([CH2:9][C:3]2[C:2]([Cl:1])=[CH:7][CH:6]=[CH:5][C:4]=2[Cl:8])(=[O:11])=[O:12])=[CH:21][CH:20]=3)[NH:28][C:27]=1[CH3:29])=[O:32] |f:2.3|. Procedure details: To a mixture of 5-[5-(2,6-Dichloro-phenylmethanesulfonyl)-2-oxo-1,2-dihydro-indol-(3Z)-ylidenemethyl]-2,4-dimethyl-1H-pyrrole-3-carboxylic acid (100 mg, 0.19 mmol), HOBt (31 mg, 1.2 eq.), EDAC.HCl (44 mg, 1.2 eq.) and 2-(2-amino-ethoxy)-ethanol (49 mg, 1.1 eq.) in DMF (2 mL) was added TEA (0.066 mL, 2.5 eq.). After stirring at rt for 7 days, the reaction was concentrated, diluted with DCM and then added solid sodium bicarbonate. After stirring at rt for 15 mins, the resulted suspension was loade... The reactants are C(C)(=O)N1CCC(CC1)C(C1=C(C=C(C=C1)Br)F)=O (1-acetyl-4-(4-bromo-2-fluorobenzoyl)-piperidine), O.NN (hydrazine hydrate). Reaction conditions: time 20 hour. Yields the product BrC1=CC=C2C(=NNC2=C1)C1CCNCC1 (6-Bromo-3-(4-piperidinyl)-1H-indazole). Yield: 32.0%. Reaction SMILES: C([N:4]1[CH2:9][CH2:8][CH:7]([C:10](=O)[C:11]2[CH:16]=[CH:15][C:14]([Br:17])=[CH:13][C:12]=2F)[CH2:6][CH2:5]1)(=O)C.O.[NH2:21][NH2:22]>>[Br:17][C:14]1[CH:13]=[C:12]2[C:11]([C:10]([CH:7]3[CH2:8][CH2:9][NH:4][CH2:5][CH2:6]3)=[N:21][NH:22]2)=[CH:16][CH:15]=1 |f:1.2|. Reported procedure: A mixture of 9.6 g of 1-acetyl-4-(4-bromo-2-fluorobenzoyl)-piperidine and 50 ml of hydrazine hydrate was stirred in an autoclave at 135°-140° C. for 20 hr. The reaction mixture was quenched with water and the solid was collected. The solid was recrystallized from acetonitrile (charcoal) to yield 2.6 g (32%) of product, mp 163°-165° C. The reactants are CC1CN(Cc2ccc([N+](=O)[O-])cc2)CCN1C(=O)OC(C)(C)C, [K+], CC1CN(Cc2ccc(N)cc2)CCN1C(=O)OC(C)(C)C, [OH-]. The product is CC1CN(Cc2ccc(N)cc2)CCN1C(=O)OC(C)(C)C. As a reaction SMILES: [CH3:1][CH:2]1[N:3]([C:18](=[O:19])[O:20][C:21]([CH3:22])([CH3:23])[CH3:24])[CH2:4][CH2:5][N:6]([CH2:8][c:9]2[cH:10][cH:11][c:12]([N+:15]([O-:16])=[O:17])[cH:13][cH:14]2)[CH2:7]1.[K+:48].[NH2:25][c:26]1[cH:27][cH:28][c:29]([CH2:30][N:31]2[CH2:32][CH2:33][N:34]([C:35]([O:36][C:37]([CH3:38])([CH3:39])[CH3:40])=[O:41])[CH:42]([CH3:43])[CH2:44]2)[cH:45][cH:46]1.[OH-:47]>>[CH3:1][CH:2]1[N:3]([C:18](=[O:19])[O:20][C:21]([CH3:22])([CH3:23])[CH3:24])[CH2:4][CH2:5][N:6]([CH2:8][c:9]2[cH:10][cH:11][c:12]([NH2:15])[cH:13][cH:14]2)[CH2:7]1.